This data is from the Open Reaction Database (ORD), a public repository of structured organic reaction records. The task is: describe an organic reaction: reactants, conditions, products, and yield Reactants: ClC1=C(C=C(C=O)C=C1)[N+](=O)[O-] (4-chloro-3-nitrobenzaldehyde), CC(CC(C)=O)=O (2,4-pentanedione). Product: ClC1=C(C=C(C=C1)C=C(C(C)=O)C(C)=O)[N+](=O)[O-] (3-[(4-Chloro-3-nitrophenyl)methylene]-2,4-pentanedione). As a reaction SMILES: [Cl:1][C:2]1[CH:9]=[CH:8][C:5]([CH:6]=O)=[CH:4][C:3]=1[N+:10]([O-:12])=[O:11].[CH3:13][C:14](=[O:19])[CH2:15][C:16](=[O:18])[CH3:17]>>[Cl:1][C:2]1[CH:9]=[CH:8][C:5]([CH:6]=[C:15]([C:14](=[O:19])[CH3:13])[C:16](=[O:18])[CH3:17])=[CH:4][C:3]=1[N+:10]([O-:12])=[O:11]. Procedure: The procedure described in Example 1 was repeated by using 1.85 g of 4-chloro-3-nitrobenzaldehyde and 1.5 g of 2,4-pentanedione. Yield 1.32 g, mp 110°-111° C. Starting materials: C(C1=CC=CC=C1)=CC(=O)C1=CC=CC=C1 (benzylideneacetophenone), C1(=CC=CC=C1)NN (phenylhydrazine). Solvent: C(C)O (ethanol). The product is C1(=CC=CC=C1)N1NC(=CC1C1=CC=CC=C1)C1=CC=CC=C1 (1,3,5-Triphenylpyrazoline). As a reaction SMILES: [CH:1](=[CH:8][C:9]([C:11]1[CH:16]=[CH:15][CH:14]=[CH:13][CH:12]=1)=O)[C:2]1[CH:7]=[CH:6][CH:5]=[CH:4][CH:3]=1.[C:17]1([NH:23][NH2:24])[CH:22]=[CH:21][CH:20]=[CH:19][CH:18]=1>C(O)C>[C:17]1([N:23]2[CH:9]([C:11]3[CH:16]=[CH:15][CH:14]=[CH:13][CH:12]=3)[CH:8]=[C:1]([C:2]3[CH:7]=[CH:6][CH:5]=[CH:4][CH:3]=3)[NH:24]2)[CH:22]=[CH:21][CH:20]=[CH:19][CH:18]=1. Procedure: 20.8 g benzylideneacetophenone was condensed with 10.8 g phenylhydrazine in 400 ml boiling ethanol over 5 hours, and then allowed to cool. During the cooling process the desired reaction product separates. The sediment was filtered, washed with ethanol and dried. Reactants: COc1ccc2c(c1)C(=O)Cc1c(C#N)cccc1S2, CCO, [K+], [OH-], O. Product: COc1ccc2c(c1)C(=O)Cc1c(cccc1C(=O)O)S2. RXN SMILES: [C:4](#[N:5])[c:6]1[cH:7][cH:8][cH:9][c:10]2[c:11]1[CH2:12][C:13](=[O:23])[c:14]1[c:15]([cH:17][cH:18][c:19]([O:21][CH3:22])[cH:20]1)[S:16]2.[CH3:24][CH2:25][OH:26].[K+:3].[OH-:2].[OH2:1]>>[O:1]=[C:4]([OH:2])[c:6]1[cH:7][cH:8][cH:9][c:10]2[c:11]1[CH2:12][C:13](=[O:23])[c:14]1[c:15]([cH:17][cH:18][c:19]([O:21][CH3:22])[cH:20]1)[S:16]2. The reactants are CS(=O)(=O)Cl (Methanesulfonyl chloride), C(C)N(C(OC(C)(C)C)=O)C=1S[C@@H]2[C@H](N1)[C@H]([C@@H]([C@H](O2)CO)OCC2=CC=C(C=C2)OC)OCC2=CC=C(C=C2)OC (tert-butyl ethyl(-(3aR,5R,6S,7R,7aR)-5-(hydroxymethyl)-6,7-bis((4-methoxybenzyl)oxy)-5,6,7,7a-tetrahydro-3aH-pyrano[3,2-d]thiazol-2-yl)carbamate). Run in N1=CC=CC=C1 (pyridine), C(Cl)Cl (DCM). Run at time 3 hour. Yields the product CS(=O)(=O)OC[C@@H]1[C@H]([C@@H]([C@H]2N=C(S[C@H]2O1)N(CC)C(=O)OC(C)(C)C)OCC1=CC=C(C=C1)OC)OCC1=CC=C(C=C1)OC ((-(3aR,5R,6S,7R,7aR)-2-((tert-butoxycarbonyl)(ethyl)amino)-6,7-bis((4-methoxybenzyl)oxy)-5,6,7,7a-tetrahydro-3aH-pyrano[3,2-d]thiazol-5-yl)methyl methanesulfonate). Yield: 99.8%. As a reaction SMILES: [CH3:1][S:2](Cl)(=[O:4])=[O:3].[CH2:6]([N:8]([C:16]1[S:17][C@H:18]2[O:24][C@H:23]([CH2:25][OH:26])[C@@H:22]([O:27][CH2:28][C:29]3[CH:34]=[CH:33][C:32]([O:35][CH3:36])=[CH:31][CH:30]=3)[C@H:21]([O:37][CH2:38][C:39]3[CH:44]=[CH:43][C:42]([O:45][CH3:46])=[CH:41][CH:40]=3)[C@H:19]2[N:20]=1)[C:9](=[O:15])[O:10][C:11]([CH3:14])([CH3:13])[CH3:12])[CH3:7]>N1C=CC=CC=1.C(Cl)Cl>[CH3:1][S:2]([O:26][CH2:25][C@H:23]1[O:24][C@H:18]2[C@H:19]([N:20]=[C:16]([N:8]([C:9]([O:10][C:11]([CH3:13])([CH3:14])[CH3:12])=[O:15])[CH2:6][CH3:7])[S:17]2)[C@@H:21]([O:37][CH2:38][C:39]2[CH:40]=[CH:41][C:42]([O:45][CH3:46])=[CH:43][CH:44]=2)[C@@H:22]1[O:27][CH2:28][C:29]1[CH:34]=[CH:33][C:32]([O:35][CH3:36])=[CH:31][CH:30]=1)(=[O:4])=[O:3]. Procedure: Methanesulfonyl chloride (0.038 mL, 0.495 mmol) was added in portions to a stirred solution of tert-butyl ethyl(-(3aR,5R,6S,7R,7aR)-5-(hydroxymethyl)-6,7-bis((4-methoxybenzyl)oxy)-5,6,7,7a-tetrahydro-3aH-pyrano[3,2-d]thiazol-2-yl)carbamate (0.190 g, 0.323 mmol) in dry pyridine (5 mL) at −20° C. After 3 h, the reaction mixture was diluted with DCM (20 mL) and the DCM extract was washed with satd. NaHCO3, brine, dried over Na2SO4 and concentrated. Residual pyridine was removed by co-evaporation wi... Reactants: C([O-])(O)=O.[Na+] (sodium bicarbonate), COC=1C=CC2=C(SC(=C2C(=O)C2=CC(=C(C=C2)CN2CCCC2)Br)C2=CC=C(C=C2)OCCN2CCCC2)C1 (3-Bromo-4-[(1-pyrrolidinyl)methyl]phenyl 6-methoxy-2-[4-[2-(1-pyrrolidinyl)ethoxy]phenyl]benzo[b]thiophen-3-yl ketone), [Cl-].[Al+3].[Cl-].[Cl-] (aluminum chloride), C(C)S (Ethanethiol). The solvent is ClC(C)Cl (dichloroethane). Reaction conditions: time 2 hour. Product: OC=1C=CC2=C(SC(=C2C(=O)C2=CC(=C(C=C2)CN2CCCC2)Br)C2=CC=C(C=C2)OCCN2CCCC2)C1 (3-Bromo-4-[(1-pyrrolidinyl)methyl]phenyl 6-Hydroxy-2-[4-[2-(1-pyrrolidinyl)ethoxy]phenyl]benzo[b]thiophen-3-yl Ketone). Yield: 57.0%. As a reaction SMILES: C[O:2][C:3]1[CH:4]=[CH:5][C:6]2[C:10]([C:11]([C:13]3[CH:18]=[CH:17][C:16]([CH2:19][N:20]4[CH2:24][CH2:23][CH2:22][CH2:21]4)=[C:15]([Br:25])[CH:14]=3)=[O:12])=[C:9]([C:26]3[CH:31]=[CH:30][C:29]([O:32][CH2:33][CH2:34][N:35]4[CH2:39][CH2:38][CH2:37][CH2:36]4)=[CH:28][CH:27]=3)[S:8][C:7]=2[CH:40]=1.C(S)C.[Cl-].[Al+3].[Cl-].[Cl-].C(=O)(O)[O-].[Na+]>ClC(Cl)C>[OH:2][C:3]1[CH:4]=[CH:5][C:6]2[C:10]([C:11]([C:13]3[CH:18]=[CH:17][C:16]([CH2:19][N:20]4[CH2:24][CH2:23][CH2:22][CH2:21]4)=[C:15]([Br:25])[CH:14]=3)=[O:12])=[C:9]([C:26]3[CH:31]=[CH:30][C:29]([O:32][CH2:33][CH2:34][N:35]4[CH2:39][CH2:38][CH2:37][CH2:36]4)=[CH:28][CH:27]=3)[S:8][C:7]=2[CH:40]=1 |f:2.3.4.5,6.7|. Reported procedure: 4-[3-Bromo-4-[(1-pyrrolidinyl)methyl]phenyl 6-methoxy-2-[4-[2-(1-pyrrolidinyl)ethoxy]phenyl]benzo[b]thiophen-3-yl ketone (34 mg; 0.055 mmol) (Part D) was dissolved in dichloroethane (5 mL) in a flame-dried, argon-filled flask, and cooled in an ice-water bath. Ethanethiol (0.16 mL; 2.2 mmol) was added, followed by 0.15 g (1.1 mmol) of aluminum chloride. The resultant slurry was stirred in the cold for 2 h. Saturated aqueous sodium bicarbonate (20 mL) was added, and stirring was continued for 2 h.... RXN SMILES: [CH3:1][O:2][C:3]1[CH:4]=[CH:5][C:6]([CH:12]([C:18]2[CH:23]=[CH:22][CH:21]=[CH:20][CH:19]=2)[CH2:13][C:14]([NH:16][CH3:17])=O)=[C:7]2[C:11]=1[NH:10][CH:9]=[CH:8]2.[H-].[H-].[H-].[H-].[Li+].[Al+3]>C1COCC1>[CH3:1][O:2][C:3]1[CH:4]=[CH:5][C:6]([CH:12]([C:18]2[CH:23]=[CH:22][CH:21]=[CH:20][CH:19]=2)[CH2:13][CH2:14][NH:16][CH3:17])=[C:7]2[C:11]=1[NH:10][CH:9]=[CH:8]2 |f:1.2.3.4.5.6|. Conditions: temperature 0 celsius, time 5 minute. Reactants: [H-].[H-].[H-].[H-].[Li+].[Al+3] (LiAlH4), [H-].[H-].[H-].[H-].[Li+].[Al+3] (LiAlH4), Na2SO4.10H2O, COC=1C=CC(=C2C=CNC12)C(CC(=O)NC)C1=CC=CC=C1 (3-(7-methoxy-1H-Indol-4-yl)-N-methyl-3-phenyl-propionamide). Run in C1CCOC1 (THF), C1CCOC1 (THF), C1CCOC1 (THF). Procedure: To a 0° C. solution of 3-(7-methoxy-1H-Indol-4-yl)-N-methyl-3-phenyl-propionamide LV (0.315 mmol) in THF (3 ml) was added a suspension of LiAlH4 (46.6 mg, 1.26 mmol) in THF (4 ml). The resulting mixture was stirred at 0° C. for 5 minutes, at reflux for 5 hours, then cooled to room temperature, and additional suspension of LiAlH4 (46.6 mg, 1.26 mmol) in THF (4 ml) was added. The reaction was refluxed for additional 45 minutes, cooled to 0° C. and freshly ground Na2SO4.10H2O (1 g) was added. The m... Yields the product COC=1C=CC(=C2C=CNC12)C(CCNC)C1=CC=CC=C1 ([3-(7-Methoxy-1H-Indol-4-yl)-3-phenyl-propyl]-methyl-amine).